From a dataset of the Open Reaction Database (ORD), a public repository of structured organic reaction records. describe an organic reaction: reactants, conditions, products, and yield Starting materials: C(C)OC(CC(C(C)C)=O)=O (4-methyl-3-oxo-pentanoic acid ethyl ester), Cl.ClC=1C=C(C(=N)N)C=C(C1)Cl (3,5-dichloro-benzamidine hydrochloride). Yields the product ClC=1C=C(C=C(C1)Cl)C1=NC(=CC(=N1)O)C(C)C (2-(3,5-Dichloro-phenyl)-6-isopropyl-pyrimidin-4-ol). As a reaction SMILES: C(O[C:4](=[O:11])[CH2:5][C:6](=O)[CH:7]([CH3:9])[CH3:8])C.Cl.[Cl:13][C:14]1[CH:15]=[C:16]([CH:20]=[C:21]([Cl:23])[CH:22]=1)[C:17]([NH2:19])=[NH:18]>>[Cl:13][C:14]1[CH:15]=[C:16]([C:17]2[N:19]=[C:4]([OH:11])[CH:5]=[C:6]([CH:7]([CH3:8])[CH3:9])[N:18]=2)[CH:20]=[C:21]([Cl:23])[CH:22]=1 |f:1.2|. Procedure: The title compound was prepared from 4-methyl-3-oxo-pentanoic acid ethyl ester and 3,5-dichloro-benzamidine hydrochloride according to general procedure 1. 1H NMR (DMSO-d6, 400 MHz) δ 1.20-1.26 (m, 6H), 2.80-2.90 (m, 1H), 6.34 (s, 1H), 7.82(s, 1H), 8.18 (s, 2H), 12.50 (br s,1H); MS: m/z (ESI) 283 (M+H). Starting materials: C(CCC)C=1N(C(=CN1)C=O)CC1=CC=C(C=C1)C(=O)OC (2-n-butyl-1-[(4-carbomethoxyphenyl)methyl]-1H-imidazol-5-carboxaldehyde), C(C1=CC=CC=C1)C(C(=O)OCC)C(=O)OCC (diethyl benzylmalonate). The product is C(CCC)C=1N(C(=CN1)CC(C(=O)O)CC1=CC=CC=C1)CC1=CC=C(C=C1)C(=O)O (3-[2-n-Butyl-1-{(4-carboxyphenyl)methyl}-1H-imidazol-5-yl]-2-benzylpropanoic Acid). As a reaction SMILES: [CH2:1]([C:5]1[N:6]([CH2:12][C:13]2[CH:18]=[CH:17][C:16]([C:19]([O:21]C)=[O:20])=[CH:15][CH:14]=2)[C:7]([CH:10]=O)=[CH:8][N:9]=1)[CH2:2][CH2:3][CH3:4].[CH2:23]([CH:30](C(OCC)=O)[C:31]([O:33]CC)=[O:32])[C:24]1[CH:29]=[CH:28][CH:27]=[CH:26][CH:25]=1>>[CH2:1]([C:5]1[N:6]([CH2:12][C:13]2[CH:14]=[CH:15][C:16]([C:19]([OH:21])=[O:20])=[CH:17][CH:18]=2)[C:7]([CH2:10][CH:30]([CH2:23][C:24]2[CH:29]=[CH:28][CH:27]=[CH:26][CH:25]=2)[C:31]([OH:33])=[O:32])=[CH:8][N:9]=1)[CH2:2][CH2:3][CH3:4]. Reported procedure: The title compound was prepared following the procedure of Example 21 using 2-n-butyl-1-[(4-carbomethoxyphenyl)methyl]-1H-imidazol-5-carboxaldehyde and diethyl benzylmalonate; mp 120°-124° C. Starting materials: Cl.O (HCl water), [OH-].[Na+] (sodium hydroxide), COC(=O)Cl (Methylchloroformate), OC1=CC=C(C(=O)O)C=C1 (4-hydroxy benzoic acid). Run in O (water). Conditions: time 3 hour. Product: COC(=O)OC1=CC=C(C(=O)O)C=C1 (4-methoxycarbonyloxybenzoic acid). Reaction SMILES: [OH-].[Na+].[OH:3][C:4]1[CH:12]=[CH:11][C:7]([C:8]([OH:10])=[O:9])=[CH:6][CH:5]=1.[CH3:13][O:14][C:15](Cl)=[O:16].Cl.O>O>[CH3:13][O:14][C:15]([O:3][C:4]1[CH:12]=[CH:11][C:7]([C:8]([OH:10])=[O:9])=[CH:6][CH:5]=1)=[O:16] |f:0.1,4.5|. Reported procedure: A solution of sodium hydroxide (15 g) in water (400 ml) was chilled to 0° C. in ice. To this the 4-hydroxy benzoic acid (17.9 g, 0.130 mol) was added. Methylchloroformate (20 g, 0.212 mol) was added slowly to prevent the temperature from rising above 5° C. The reaction mixture was stirred at 0°-5° C. for 3 h during which time a white suspension gradually formed. The pH was adjusted to 4-5 with addition of HCl/water (1:1). The voluminous precipitate was filtered off, washed with water and recryst... The reactants are CC1C=C(S(=O)(=O)C(F)(F)F)CCN1C(=O)OC(C)(C)C, C1COCCO1, CCOC(C)=O, [Cl-], Cc1cccc2sc(Cl)nc12, [F-], [K+], [Li+], c1ccc(P(c2ccccc2)(c2ccccc2)[Pd](P(c2ccccc2)(c2ccccc2)c2ccccc2)(P(c2ccccc2)(c2ccccc2)c2ccccc2)P(c2ccccc2)(c2ccccc2)c2ccccc2)cc1. The product is Cc1cccc2sc(C3=CC(C)N(C(=O)OC(C)(C)C)CC3)nc12. RXN SMILES: [C:12]([CH3:13])([CH3:14])([CH3:15])[O:16][C:17](=[O:18])[N:19]1[CH:20]([CH3:32])[CH:21]=[C:22]([S:25]([C:26]([F:27])([F:28])[F:29])(=[O:30])=[O:31])[CH2:23][CH2:24]1.[CH2:35]1[O:36][CH2:37][CH2:38][O:39][CH2:40]1.[CH3:43][CH2:44][O:45][C:46](=[O:47])[CH3:48].[Cl-:34].[Cl:1][c:2]1[s:3][c:4]2[c:5]([n:6]1)[c:7]([CH3:11])[cH:8][cH:9][cH:10]2.[F-:41].[K+:42].[Li+:33].[cH:49]1[cH:50][cH:51][c:52]([P:53]([Pd:54]([P:55]([c:56]2[cH:57][cH:58][cH:59][cH:60][cH:61]2)([c:62]2[cH:63][cH:64][cH:65][cH:66][cH:67]2)[c:68]2[cH:69][cH:70][cH:71][cH:72][cH:73]2)([P:74]([c:75]2[cH:76][cH:77][cH:78][cH:79][cH:80]2)([c:81]2[cH:82][cH:83][cH:84][cH:85][cH:86]2)[c:87]2[cH:88][cH:89][cH:90][cH:91][cH:92]2)[P:93]([c:94]2[cH:95][cH:96][cH:97][cH:98][cH:99]2)([c:100]2[cH:101][cH:102][cH:103][cH:104][cH:105]2)[c:106]2[cH:107][cH:108][cH:109][cH:110][cH:111]2)([c:112]2[cH:113][cH:114][cH:115][cH:116][cH:117]2)[c:118]2[cH:119][cH:120][cH:121][cH:122][cH:123]2)[cH:124][cH:125]1>>[c:2]1([C:22]2=[CH:21][CH:20]([CH3:32])[N:19]([C:17]([O:16][C:12]([CH3:13])([CH3:14])[CH3:15])=[O:18])[CH2:24][CH2:23]2)[s:3][c:4]2[c:5]([n:6]1)[c:7]([CH3:11])[cH:8][cH:9][cH:10]2. Starting materials: ClC1=C2C(=NC=C1)C=C(S2)C(=O)N2C[C@@H](CC2)OC (7-chloro-2-[(R)-3-methoxypyrrolidine-1-carbonyl]thieno[3,2-b]pyridine), C(C(C)C)NC(=O)C1=C(OC2=C1C=CC(=C2)O)C (6-hydroxy-2-methyl-benzofuran-3-carboxylic acid isobutyl amide), C(=O)([O-])[O-].[Cs+].[Cs+] (Cs2CO3). Product: C(C(C)C)NC(=O)C1=C(OC2=C1C=CC(=C2)OC2=C1C(=NC=C2)C=C(S1)C(=O)N1CC(CC1)OC)C (6-[2-(3-Methoxy-pyrrolidine-1-carbonyl)-thieno[3,2-b]pyridin-7-yloxy]-2-methyl-benzofuran-3-carboxylic acid isobutyl amide). As a reaction SMILES: Cl[C:2]1[CH:7]=[CH:6][N:5]=[C:4]2[CH:8]=[C:9]([C:11]([N:13]3[CH2:17][CH2:16][C@@H:15]([O:18][CH3:19])[CH2:14]3)=[O:12])[S:10][C:3]=12.[CH2:20]([NH:24][C:25]([C:27]1[C:31]2[CH:32]=[CH:33][C:34]([OH:36])=[CH:35][C:30]=2[O:29][C:28]=1[CH3:37])=[O:26])[CH:21]([CH3:23])[CH3:22].C([O-])([O-])=O.[Cs+].[Cs+]>>[CH2:20]([NH:24][C:25]([C:27]1[C:31]2[CH:32]=[CH:33][C:34]([O:36][C:2]3[CH:7]=[CH:6][N:5]=[C:4]4[CH:8]=[C:9]([C:11]([N:13]5[CH2:17][CH2:16][CH:15]([O:18][CH3:19])[CH2:14]5)=[O:12])[S:10][C:3]=34)=[CH:35][C:30]=2[O:29][C:28]=1[CH3:37])=[O:26])[CH:21]([CH3:23])[CH3:22] |f:2.3.4|. Reported procedure: This material was prepared by the reaction of 7-chloro-2-[(R)-3-methoxypyrrolidine-1-carbonyl]thieno[3,2-b]pyridine 4b with 6-hydroxy-2-methyl-benzofuran-3-carboxylic acid isobutyl amide 83b and Cs2CO3 in a manner as previously described for example 1. 1H NMR (CD3CN) δ8.53 (1H, d, J=5.5 Hz), 7.88 (1H, d, J=3.0 Hz), 7.82 (1H, d, J=8.5 Hz), 7.41 (1H, d, J=2.3 Hz), 7.20 (1H, dd, J=8.5, 2.3 Hz), 6.70 (2H, d, J=5.5 Hz), 4.10-3.83 (3H, m), 3.73-3.58 (2H, m), 3.33, 3.29 (3H, 2s), 3.23 (2H, t, J=6.8 Hz)... Starting materials: O=C([O-])O, Cc1ccccc1, O=C(CCCCl)c1cccs1, [I-], [K+], [Na+], OC(c1ccccc1)(c1ccccc1)C1CCNCC1. The product is Cl, O=C(CCCN1CCC(C(O)(c2ccccc2)c2ccccc2)CC1)c1cccs1. As a reaction SMILES: [C:32](=[O:33])([OH:34])[O-:35].[CH3:39][c:40]1[cH:41][cH:42][cH:43][cH:44][cH:45]1.[Cl:21][CH2:22][CH2:23][CH2:24][C:25](=[O:26])[c:27]1[s:28][cH:29][cH:30][cH:31]1.[I-:38].[K+:37].[Na+:36].[c:1]1([C:7]([OH:8])([CH:9]2[CH2:10][CH2:11][NH:12][CH2:13][CH2:14]2)[c:15]2[cH:16][cH:17][cH:18][cH:19][cH:20]2)[cH:2][cH:3][cH:4][cH:5][cH:6]1>>[ClH:21].[c:1]1([C:7]([OH:8])([CH:9]2[CH2:10][CH2:11][N:12]([CH2:22][CH2:23][CH2:24][C:25](=[O:26])[c:27]3[s:28][cH:29][cH:30][cH:31]3)[CH2:13][CH2:14]2)[c:15]2[cH:16][cH:17][cH:18][cH:19][cH:20]2)[cH:2][cH:3][cH:4][cH:5][cH:6]1.